From a dataset of the Open Reaction Database (ORD), a public repository of structured organic reaction records. describe an organic reaction: reactants, conditions, products, and yield The reactants are CO, O=COc1c(F)cccc1OCC1CO1, [Na]. The product is OCC1COc2cccc(F)c2O1. As a reaction SMILES: [CH3:17][OH:18].[CH:2](=[O:3])[O:4][c:5]1[c:6]([O:12][CH2:13][CH:14]2[CH2:15][O:16]2)[cH:7][cH:8][cH:9][c:10]1[F:11].[Na:1]>>[O:4]1[c:5]2[c:6]([cH:7][cH:8][cH:9][c:10]2[F:11])[O:12][CH2:13][CH:14]1[CH2:15][OH:16]. The reactants are Cc1c(Cc2ncc[nH]2)sc2cc(Br)ccc12, [C-]#N, CN(C)C=O, O. Yields the product Cc1c(Cc2ncc[nH]2)sc2cc(C#N)ccc12. As a reaction SMILES: [Br:1][c:2]1[cH:3][cH:4][c:5]2[c:6]([s:7][c:8]([CH2:11][c:12]3[nH:13][cH:14][cH:15][n:16]3)[c:9]2[CH3:10])[cH:17]1.[C-:18]#[N:19].[CH3:21][N:22]([CH3:23])[CH:24]=[O:25].[OH2:20]>>[c:2]1([C:18]#[N:19])[cH:3][cH:4][c:5]2[c:6]([s:7][c:8]([CH2:11][c:12]3[n:13][cH:14][cH:15][nH:16]3)[c:9]2[CH3:10])[cH:17]1.